This data is from the Open Reaction Database (ORD), a public repository of structured organic reaction records. The task is: describe an organic reaction: reactants, conditions, products, and yield The reactants are C(C1=CC=CC=C1)O[C@@H]1C(OC)O[C@H]([C@@H]([C@H]1OCC1=CC=CC=C1)OCC1=CC=CC=C1)COCC1=CC=CC=C1 (methyl 2,3,4,6-tetra-O-benzyl-L-glucopyranoside), S(O)(O)(=O)=O (sulphuric acid). The solvent is C(C)(=O)O (acetic acid). Product: C(C1=CC=CC=C1)O[C@@H]1C(O)O[C@H]([C@@H]([C@H]1OCC1=CC=CC=C1)OCC1=CC=CC=C1)COCC1=CC=CC=C1 (2,3,4,6-tetra-O-benzyl-L-glucopyranose). Reaction SMILES: [CH2:1]([O:8][C@H:9]1[C@H:16]([O:17][CH2:18][C:19]2[CH:24]=[CH:23][CH:22]=[CH:21][CH:20]=2)[C@@H:15]([O:25][CH2:26][C:27]2[CH:32]=[CH:31][CH:30]=[CH:29][CH:28]=2)[C@H:14]([CH2:33][O:34][CH2:35][C:36]2[CH:41]=[CH:40][CH:39]=[CH:38][CH:37]=2)[O:13][CH:10]1[O:11]C)[C:2]1[CH:7]=[CH:6][CH:5]=[CH:4][CH:3]=1.S(=O)(=O)(O)O>C(O)(=O)C>[CH2:1]([O:8][C@H:9]1[C@H:16]([O:17][CH2:18][C:19]2[CH:24]=[CH:23][CH:22]=[CH:21][CH:20]=2)[C@@H:15]([O:25][CH2:26][C:27]2[CH:28]=[CH:29][CH:30]=[CH:31][CH:32]=2)[C@H:14]([CH2:33][O:34][CH2:35][C:36]2[CH:37]=[CH:38][CH:39]=[CH:40][CH:41]=2)[O:13][CH:10]1[OH:11])[C:2]1[CH:3]=[CH:4][CH:5]=[CH:6][CH:7]=1. Procedure details: The hydrolysis of methyl 2,3,4,6-tetra-O-benzyl-L-glucopyranoside may be carried out in glacial acetic acid and dilute sulphuric acid as formulated by Tate and Bishop (supra) to produce 2,3,4,6-tetra-O-benzyl-L-glucopyranose which can be reacted with thionyl chloride to form 2,3,4,6-tetra-O-benzyl-L-glucopyranosyl chloride. Halogenation of 2,3,4,6-tetra-O-benzyl-L-glucopyranose with zinc chloride-thionyl chloride results in a homogeneous 2,3,4,6-tetra-O-benzyl α-L-glucopyranosyl chloride product... The reactants are COc1ccc(Br)cc1O, C1CCOC1, OC1CCCC1, c1ccc(P(c2ccccc2)c2ccccc2)cc1. Product: COc1ccc(Br)cc1OC1CCCC1. Reaction SMILES: [Br:1][c:2]1[cH:3][cH:4][c:5]([O:9][CH3:10])[c:6]([OH:8])[cH:7]1.[O:36]1[CH2:37][CH2:38][CH2:39][CH2:40]1.[OH:11][CH:12]1[CH2:13][CH2:14][CH2:15][CH2:16]1.[c:17]1([P:18]([c:19]2[cH:20][cH:21][cH:22][cH:23][cH:24]2)[c:25]2[cH:26][cH:27][cH:28][cH:29][cH:30]2)[cH:31][cH:32][cH:33][cH:34][cH:35]1>>[Br:1][c:2]1[cH:3][cH:4][c:5]([O:9][CH3:10])[c:6]([O:8][CH:12]2[CH2:13][CH2:14][CH2:15][CH2:16]2)[cH:7]1. Reactants: C(CCC)OCC(C(C(COC=1C=C2C=CC(=CC2=CC1)O)(F)F)(F)F)(F)F (6-(5-butoxy-2,2,3,3,4,4-hexafluoropentoxy)-2-hydroxynapthalene), C(CCCCCCC)OC1=C(C(=O)O)C=CC=C1 (octyloxybenzoic acid). The product is C(CCCCCCC)OC1=C(C(=O)O)C=CC=C1.C(CCC)OCC(C(C(COC=1C=C2C=CC(=CC2=CC1)O)(F)F)(F)F)(F)F (6-(5-Butoxy-2,2,3,3,4,4-hexafluoropentoxy)-2-hydroxynapthalene octyloxybenzoate). Reaction SMILES: [CH2:1]([O:5][CH2:6][C:7]([F:28])([F:27])[C:8]([F:26])([F:25])[C:9]([F:24])([F:23])[CH2:10][O:11][C:12]1[CH:13]=[C:14]2[C:19](=[CH:20][CH:21]=1)[CH:18]=[C:17]([OH:22])[CH:16]=[CH:15]2)[CH2:2][CH2:3][CH3:4].[CH2:29]([O:37][C:38]1[CH:46]=[CH:45][CH:44]=[CH:43][C:39]=1[C:40]([OH:42])=[O:41])[CH2:30][CH2:31][CH2:32][CH2:33][CH2:34][CH2:35][CH3:36]>>[CH2:29]([O:37][C:38]1[CH:46]=[CH:45][CH:44]=[CH:43][C:39]=1[C:40]([OH:42])=[O:41])[CH2:30][CH2:31][CH2:32][CH2:33][CH2:34][CH2:35][CH3:36].[CH2:1]([O:5][CH2:6][C:7]([F:27])([F:28])[C:8]([F:25])([F:26])[C:9]([F:23])([F:24])[CH2:10][O:11][C:12]1[CH:13]=[C:14]2[C:19](=[CH:20][CH:21]=1)[CH:18]=[C:17]([OH:22])[CH:16]=[CH:15]2)[CH2:2][CH2:3][CH3:4] |f:2.3|. Procedure details: 6-(5-Butoxy-2,2,3,3,4,4-hexafluoropentoxy)-2-hydroxynapthalene octyloxybenzoate (Compound 8, Table 1) was prepared by esterification of 6-(5-butoxy-2,2,3,3,4,4-hexafluoropentoxy)-2-hydroxynapthalene (prepared essentially as in Example 8) with octyloxybenzoic acid.